Dataset: the Open Reaction Database (ORD), a public repository of structured organic reaction records. Task: describe an organic reaction: reactants, conditions, products, and yield Starting materials: FC1=C(C(=CC=C1)F)N=C=O (2,6-difluorophenyl isocyanate), N[C@@H](C)C(=O)N[C@@H]1C(N(C2=C(C(=N1)C1=CC=CC=C1)C=CC=C2)C)=O ((S)-3-[(L-alaninyl)]amino-2,3-dihydro-1-methyl-5-phenyl-1H-1,4-benzodiazepin-2-one). Product: FC1=C(C(=CC=C1)F)NC(=O)N[C@@H](C)C(=O)NC1C(N(C2=C(C(=N1)C1=CC=CC=C1)C=CC=C2)C)=O ((N′-((2,6-Difluorophenyl)aminocarbonyl)-L-alaninyl]amino-2,3-dihydro-1-methyl-5-phenyl-1H-1,4-benzodiazepin-2-one). Reaction SMILES: [F:1][C:2]1[CH:7]=[CH:6][CH:5]=[C:4]([F:8])[C:3]=1[N:9]=[C:10]=[O:11].[NH2:12][C@H:13]([C:15]([NH:17][C@H:18]1[N:24]=[C:23]([C:25]2[CH:30]=[CH:29][CH:28]=[CH:27][CH:26]=2)[C:22]2[CH:31]=[CH:32][CH:33]=[CH:34][C:21]=2[N:20]([CH3:35])[C:19]1=[O:36])=[O:16])[CH3:14]>>[F:1][C:2]1[CH:7]=[CH:6][CH:5]=[C:4]([F:8])[C:3]=1[NH:9][C:10]([NH:12][C@H:13]([C:15]([NH:17][CH:18]1[N:24]=[C:23]([C:25]2[CH:30]=[CH:29][CH:28]=[CH:27][CH:26]=2)[C:22]2[CH:31]=[CH:32][CH:33]=[CH:34][C:21]=2[N:20]([CH3:35])[C:19]1=[O:36])=[O:16])[CH3:14])=[O:11]. Procedure details: Following General Procedure (5-A1) using 2,6-difluorophenyl isocyanate and (S)-3-[(L-alaninyl)]amino-2,3-dihydro-1-methyl-5-phenyl-1H-1,4-benzodiazepin-2-one, as described in Example 8-B above, the title compound was prepared. The molecular weight as determined by mass spectrometry (FD) was: 491 (M+H). Procedure: A THF suspension (2 mL) containing sodium borohydride (39.2 mg, 0.96 mmol) was heated to 60° C., and ethyl (2R,3R)-2-octadecanoylamino-3-hydroxyoctadecanoate (300.0 mg, 0.49 mmol) synthesized in the same manner as Example 17 was added for 2.5 hours. After completion of the dropwise addition, the mixture was further stirred at 60° C. for 24 hours. After ethyl acetate and water were added thereto, the reaction mixture was stirred at 60° C. for 1 hour. After the organic layer was separated, the obt... The yield is 78.0%. The solvent is O (water). As a reaction SMILES: C1COCC1.[BH4-].[Na+].[C:8]([NH:27][C@H:28]([C@H:34]([OH:50])[CH2:35][CH2:36][CH2:37][CH2:38][CH2:39][CH2:40][CH2:41][CH2:42][CH2:43][CH2:44][CH2:45][CH2:46][CH2:47][CH2:48][CH3:49])[C:29](OCC)=[O:30])(=[O:26])[CH2:9][CH2:10][CH2:11][CH2:12][CH2:13][CH2:14][CH2:15][CH2:16][CH2:17][CH2:18][CH2:19][CH2:20][CH2:21][CH2:22][CH2:23][CH2:24][CH3:25].C(OCC)(=O)C>O>[C:8]([NH:27][C@H:28]([C@H:34]([OH:50])[CH2:35][CH2:36][CH2:37][CH2:38][CH2:39][CH2:40][CH2:41][CH2:42][CH2:43][CH2:44][CH2:45][CH2:46][CH2:47][CH2:48][CH3:49])[CH2:29][OH:30])(=[O:26])[CH2:9][CH2:10][CH2:11][CH2:12][CH2:13][CH2:14][CH2:15][CH2:16][CH2:17][CH2:18][CH2:19][CH2:20][CH2:21][CH2:22][CH2:23][CH2:24][CH3:25] |f:1.2|. Reaction conditions: temperature 60 celsius, time 24 hour. Starting materials: C1CCOC1 (THF), [BH4-].[Na+] (sodium borohydride), C(C)(=O)OCC (ethyl acetate), C(CCCCCCCCCCCCCCCCC)(=O)N[C@@H](C(=O)OCC)[C@@H](CCCCCCCCCCCCCCC)O (ethyl (2R,3R)-2-octadecanoylamino-3-hydroxyoctadecanoate). The product is C(CCCCCCCCCCCCCCCCC)(=O)N[C@@H](CO)[C@@H](CCCCCCCCCCCCCCC)O ((2S,3R)-2-octadecanoylaminooctadecane-1,3-diol). The product is CSc1ccc(C(N)=CC#N)cc1. The reactants are CSc1ccc(C#N)cc1, CC(C)(C)[O-], CC#N, [K+]. Reaction SMILES: [CH3:10][S:11][c:12]1[cH:13][cH:14][c:15]([C:16]#[N:17])[cH:18][cH:19]1.[CH3:1][C:2]([CH3:3])([O-:4])[CH3:5].[CH3:7][C:8]#[N:9].[K+:6]>>[CH:7]([C:8]#[N:9])=[C:16]([c:15]1[cH:14][cH:13][c:12]([S:11][CH3:10])[cH:19][cH:18]1)[NH2:17]. Starting materials: [N-]=[N+]=[N-].[Na+] (sodium azide), ICC12OC(C(CC1)(CC2)C)=O (1-iodomethyl-4-methyl-2-oxabicyclo[2.2.2]-octan-3-one), [Cl-].[Na+] (sodium chloride). Solvent: CN(C)C=O (DMF). Reaction conditions: temperature 100 celsius. Yields the product N(=[N+]=[N-])CC12OC(C(CC1)(CC2)C)=O (1-azidomethyl-4-methyl-2-oxabicyclo[2.2.2]octan-3-one). Yield: 78.3%. RXN SMILES: [N-:1]=[N+:2]=[N-:3].[Na+].I[CH2:6][C:7]12[CH2:14][CH2:13][C:10]([CH3:15])([CH2:11][CH2:12]1)[C:9](=[O:16])[O:8]2.[Cl-].[Na+]>CN(C=O)C>[N:1]([CH2:6][C:7]12[CH2:14][CH2:13][C:10]([CH3:15])([CH2:11][CH2:12]1)[C:9](=[O:16])[O:8]2)=[N+:2]=[N-:3] |f:0.1,3.4|. Reported procedure: 2.6 g of sodium azide was added to a solution of 1.1 g of 1-iodomethyl-4-methyl-2-oxabicyclo[2.2.2]-octan-3-one (Example 28) in 10 ml of DMF. The solution was reacted for 15 hours, while being heated to 100° C. After reaction, 50 ml of an aqueous sodium chloride solution was added to the reaction solution. The solution was then extracted three times with 30 ml of ethyl acetate. The organic layer obtained was washed twice with an aqueous sodium chloride solution and dried over magnesium sulfate. ... Reactants: [H-].[Na+] (Sodium hydride), FC1=CC(=C(C=C1)CC(=O)O)O ((4-Fluoro-2-hydroxyphenyl)acetic acid), CS(=O)(=O)C1=CC(=C(C=C1)F)Cl (3-Chloro-4-fluorophenyl methyl sulfone). The solvent is CN(C)C=O (DMF). Conditions: time 1 hour. Product: ClC1=C(OC2=C(C=CC(=C2)F)CC(=O)O)C=CC(=C1)S(=O)(=O)C ({2-[2-Chloro-4-(methylsulfonyl)phenoxy]-4-fluorophenyl}acetic acid). As a reaction SMILES: [H-].[Na+].[F:3][C:4]1[CH:9]=[CH:8][C:7]([CH2:10][C:11]([OH:13])=[O:12])=[C:6]([OH:14])[CH:5]=1.[CH3:15][S:16]([C:19]1[CH:24]=[CH:23][C:22](F)=[C:21]([Cl:26])[CH:20]=1)(=[O:18])=[O:17]>CN(C=O)C>[Cl:26][C:21]1[CH:20]=[C:19]([S:16]([CH3:15])(=[O:18])=[O:17])[CH:24]=[CH:23][C:22]=1[O:14][C:6]1[CH:5]=[C:4]([F:3])[CH:9]=[CH:8][C:7]=1[CH2:10][C:11]([OH:13])=[O:12] |f:0.1|. Procedure: Sodium hydride (60% wt. disp. oil, 0.176 g) was added to a solution of the product from step (vi) (0.34 g) in dry DMF (10 ml) and stirred at RT for 1 h before adding the product from example 3 step (vii) (0.416 g). The mixture was heated at 80° C. for 1 h, then partitioned between 2M hydrochloric acid/ethyl acetate. The organics were dried, evaporated under reduced pressure and the residue purified by reverse phase HPLC. Yield 0.064 g